This data is from the Open Reaction Database (ORD), a public repository of structured organic reaction records. The task is: describe an organic reaction: reactants, conditions, products, and yield Procedure details: To a stirring solution of N-[2-tert-butyl-5-(3,3-dimethoxy-cyclobutyl)-2H-pyrazol-3-yl]-2,2,2-trifluoro-acetamide (6.5 g, 18.5 mmol) in acetone (182 mL) and water (61 mL) was added p-toluenesulfonic acid monohydrate (1.8 g, 9.5 mmol) and the reaction mixture was heated to 65° C. After 1.5 hr, the reaction mixture was cooled to room temperature, diluted with CH2Cl2 (250 mL), and water (50 mL). The layers were separated and the aqueous layer was back-extracted with CH2Cl2. The combined organic lay... Reaction conditions: temperature 65 celsius, time 1.5 hour. Reaction SMILES: [C:1]([N:5]1[C:9]([NH:10][C:11](=[O:16])[C:12]([F:15])([F:14])[F:13])=[CH:8][C:7]([CH:17]2[CH2:20][C:19](OC)([O:21]C)[CH2:18]2)=[N:6]1)([CH3:4])([CH3:3])[CH3:2].O.C1(C)C=CC(S(O)(=O)=O)=CC=1>CC(C)=O.O.C(Cl)Cl>[C:1]([N:5]1[C:9]([NH:10][C:11](=[O:16])[C:12]([F:14])([F:15])[F:13])=[CH:8][C:7]([CH:17]2[CH2:18][C:19](=[O:21])[CH2:20]2)=[N:6]1)([CH3:4])([CH3:2])[CH3:3] |f:1.2|. Run in CC(=O)C (acetone), O (water), C(Cl)Cl (CH2Cl2), O (water). The product is C(C)(C)(C)N1N=C(C=C1NC(C(F)(F)F)=O)C1CC(C1)=O (N-[2-tert-Butyl-5-(3-oxo-cyclobutyl)-2H-pyrazol-3-yl]-2,2,2-trifluoro-acetamide). Yield: 74.9%. Starting materials: C(C)(C)(C)N1N=C(C=C1NC(C(F)(F)F)=O)C1CC(C1)(OC)OC (N-[2-tert-butyl-5-(3,3-dimethoxy-cyclobutyl)-2H-pyrazol-3-yl]-2,2,2-trifluoro-acetamide), O.C1(=CC=C(C=C1)S(=O)(=O)O)C (p-toluenesulfonic acid monohydrate). Reactants: C(C)(=O)C=1N(C2=CC=CC=C2C1C#N)C1=CC(=CC=C1)F (2-acetyl-1-(3-fluorophenyl)-1H-indole-3-carbonitrile), C(C)(=O)[O-].[NH4+] (ammonium acetate), C(#N)[BH3-].[Na+] (sodium cyanoborohydride), resultant mixture. The solvent is CO (methanol), C(C)#N (acetonitrile). Reaction conditions: temperature 65 celsius. Product: NC(C)C=1N(C2=CC=CC=C2C1C#N)C1=CC(=CC=C1)F (2-(1-Aminoethyl)-1-(3-fluorophenyl)-1H-indole-3-carbonitrile). Yield: 102.6%. As a reaction SMILES: [C:1]([C:4]1[N:5]([C:15]2[CH:20]=[CH:19][CH:18]=[C:17]([F:21])[CH:16]=2)[C:6]2[C:11]([C:12]=1[C:13]#[N:14])=[CH:10][CH:9]=[CH:8][CH:7]=2)(=O)[CH3:2].C([O-])(=O)C.[NH4+].C([BH3-])#[N:28].[Na+]>CO.C(#N)C>[NH2:28][CH:1]([C:4]1[N:5]([C:15]2[CH:20]=[CH:19][CH:18]=[C:17]([F:21])[CH:16]=2)[C:6]2[C:11]([C:12]=1[C:13]#[N:14])=[CH:10][CH:9]=[CH:8][CH:7]=2)[CH3:2] |f:1.2,3.4|. Reported procedure: A mixture of 2-acetyl-1-(3-fluorophenyl)-1H-indole-3-carbonitrile (43 mg, 0.15 mmol) and ammonium acetate (0.119 g, 1.54 mmol) in methanol (1.5 mL) and acetonitrile (1.5 mL) was heated at 65° C. in a sealed tube for 1 hour. After cooling to room temperature, sodium cyanoborohydride (29 mg, 0.46 mmol) was added to the resultant mixture. The reaction was heated at 65° C. overnight. The reaction was then cooled to room temperature, quenched with saturated NaHCO3 solution, and extracted with dichlor... The reactants are NC=1C=CC(=C(C1)N)[N+](=O)[O-] (5-amino-2-nitro-phenylamine). Reagents/catalysts: [Pd] (Pd—C). Run in C(C)(=O)OCC.CO (ethyl acetate methanol). The product is NC=1C=C(C(=CC1)N)N (4-amino-benzene-1,2-diamine). RXN SMILES: [NH2:1][C:2]1[CH:3]=[CH:4][C:5]([N+:9]([O-])=O)=[C:6]([NH2:8])[CH:7]=1>C(OCC)(=O)C.CO.[Pd]>[NH2:1][C:2]1[CH:7]=[C:6]([NH2:8])[C:5]([NH2:9])=[CH:4][CH:3]=1 |f:1.2|. Procedure details: Alternate synthesis of a substituted 2-aminobenzimidazole. A mixture of 5-fluoro-2-nitro-phenylamine (1 mmol), an amine (2 mmol) in THF (20 mL) is heated at about 60° C. overnight. After cooling the mixture to room temperature, the reaction mixture is concentrated. The crude material is purified on a silica gel column to yield a 5-amino-2-nitro-phenylamine. The 5-amino-2-nitro-phenylamine (1.0 mmol) is dissolved in an ethyl acetate-methanol mixture (about 1:1, 10 mL) in a round-bottom flask. To ... RXN SMILES: [Na].C([C:4](CC)(C([O-])=O)[C:5]([O-])=[O:6])C.[CH3:13][N:14]1[CH2:19][CH2:18][CH:17]=[C:16]([C:20](=[O:22])[CH3:21])[CH2:15]1.[OH-].[K+]>C(O)C.O>[CH3:13][N:14]1[CH2:19][CH2:18][CH:17]2[CH:16]([C:20](=[O:22])[CH2:21][C:5](=[O:6])[CH2:4]2)[CH2:15]1 |f:3.4,^1:0|. Procedure details: A 250 ml three necked flask, equipped with magnetic stirrer, reflux condenser and nitrogen inlet was charged with 80 ml ethanol. Thereafter, 2.28 g of sodium metal, freshly cut, was added and the mixture stirred till all the sodium had dissolved. Then, 12.33 g of diethylmalonate in 6 ml of ethanol, and 9.74 g of 1-(1,2,5,6-tetrahydro-1-methyl-3-pyridinyl)ethanone (arecolone) in 6 ml of ethanol, were added to the warm solution and the resulting solution was stirred and heated to reflux for 5 hour... Starting materials: three, C(C)C(C(=O)[O-])(C(=O)[O-])CC (diethylmalonate), CN1CC(=CCC1)C(C)=O (1-(1,2,5,6-tetrahydro-1-methyl-3-pyridinyl)ethanone), [Na] (sodium), [Na] (sodium), [OH-].[K+] (potassium hydroxide). Product: CN1CC2C(CC(CC2CC1)=O)=O (hexahydro-2-methyl-6,8(1H,7H)-isoquinolinedione). Run in C(C)O (ethanol), O (water), C(C)O (ethanol), C(C)O (ethanol). Starting materials: CC(C)(C)OC(=O)Nc1cnccc1C(=O)O, CO, Cl. Product: Nc1cnccc1C(=O)O. RXN SMILES: [C:1]([O:2][C:3](=[O:4])[NH:8][c:9]1[c:10]([C:11](=[O:12])[OH:13])[cH:14][cH:15][n:16][cH:17]1)([CH3:5])([CH3:6])[CH3:7].[CH3:19][OH:20].[ClH:18]>>[NH2:8][c:9]1[c:10]([C:11](=[O:12])[OH:13])[cH:14][cH:15][n:16][cH:17]1. Conditions: time 15 hour. The reactants are NC=1C(=NC(=CN1)[C@H]1C[C@H]([C@@H](CC1)O)F)C1=CC(=C(C(=O)O)C=C1)F (4-(3-amino-6-((1R,3R,4R)-3-fluoro-4-hydroxycyclohexyl)pyrazin-2-yl)-2-fluorobenzoic acid), Cl.N[C@H](CO)C1=CC(=CC(=C1)F)Br ((S)-2-amino-2-(3-bromo-5-fluorophenyl)ethanol HCl salt), aza-HOBt, C(CCl)Cl (EDC), CCN(C(C)C)C(C)C (DIEA), C(=O)(C(F)(F)F)O (TFA). Procedure: To a solution of 4-(3-amino-6-((1R,3R,4R)-3-fluoro-4-hydroxycyclohexyl)pyrazin-2-yl)-2-fluorobenzoic acid (20 mg, 0.057 mmol) in DMF (573 μL) was added (S)-2-amino-2-(3-bromo-5-fluorophenyl)ethanol HCl salt (18.59 mg, 0.069 mmol), aza-HOBt (11.69 mg, 0.086 mmol), EDC (21.95 mg, 0.115 mmol), and DIEA (30.0 μl, 0.172 mmol). The reaction mixture was stirred for 15 h. Water was added, and the reaction mixture was extracted with EtOAc three times. The organic layers were dried over Na2SO4, filtered a... The product is NC=1C(=NC(=CN1)[C@H]1C[C@H]([C@@H](CC1)O)F)C1=CC(=C(C(=O)N[C@H](CO)C2=CC(=CC(=C2)F)Br)C=C1)F (4-(3-amino-6-((1R,3R,4R)-3-fluoro-4-hydroxycyclohexyl)pyrazin-2-yl)-N—((S)-1-(3-bromo-5-fluorophenyl)-2-hydroxyethyl)-2-fluorobenzamide). As a reaction SMILES: [NH2:1][C:2]1[C:3]([C:16]2[CH:24]=[CH:23][C:19]([C:20](O)=[O:21])=[C:18]([F:25])[CH:17]=2)=[N:4][C:5]([C@@H:8]2[CH2:13][CH2:12][C@@H:11]([OH:14])[C@H:10]([F:15])[CH2:9]2)=[CH:6][N:7]=1.Cl.[NH2:27][C@@H:28]([C:31]1[CH:36]=[C:35]([F:37])[CH:34]=[C:33]([Br:38])[CH:32]=1)[CH2:29][OH:30].C(Cl)CCl.CCN(C(C)C)C(C)C.C(O)(C(F)(F)F)=O>CN(C=O)C.O>[NH2:1][C:2]1[C:3]([C:16]2[CH:24]=[CH:23][C:19]([C:20]([NH:27][C@@H:28]([C:31]3[CH:36]=[C:35]([F:37])[CH:34]=[C:33]([Br:38])[CH:32]=3)[CH2:29][OH:30])=[O:21])=[C:18]([F:25])[CH:17]=2)=[N:4][C:5]([C@@H:8]2[CH2:13][CH2:12][C@@H:11]([OH:14])[C@H:10]([F:15])[CH2:9]2)=[CH:6][N:7]=1 |f:1.2|. Yield: 40.4%. Solvent: O (Water), CN(C)C=O (DMF). Product: CP(=O)(C(C(=O)OC)O)C (Methyl 2-(dimethylphosphinoyl)-2-hydroxy-acetate). Reaction conditions: temperature 25 celsius, time 24 hour. As a reaction SMILES: [C:1]([O:5][CH3:6])(=[O:4])[CH:2]=[O:3].[CH3:7][PH:8](=[O:10])[CH3:9].C[O-].[Na+]>O1CCOCC1.C(OCC)(=O)C>[CH3:7][P:8]([CH3:9])([CH:2]([OH:3])[C:1]([O:5][CH3:6])=[O:4])=[O:10] |f:2.3|. Reported procedure: A solution of 17.6 g (0.2 mol) of methyl glyoxylate in 30 ml of dioxane is added dropwise to a solution of 15.6 g (0.2 mol) of dimethylphosphine oxide in 50 ml of dioxane. A spatula-tip of sodium methylate is added, the mixture is stirred at 25° C. for 24 hours and the evaporated residue is freed from adhering dioxane under a high vacuum and taken up in ethyl acetate to give, after trituration, 16.4 g (49.4%) of colorless product of melting point 84°-86°. Reactants: C(C=O)(=O)OC (methyl glyoxylate), CP(C)=O (dimethylphosphine oxide), colorless product, C[O-].[Na+] (sodium methylate). Run in O1CCOCC1 (dioxane), O1CCOCC1 (dioxane), O1CCOCC1 (dioxane), C(C)(=O)OCC (ethyl acetate). Reactants: CO, COC(=O)C1NCC2CC21, [Na]. Product: COC(=O)C1=NCC2CC12. Reaction SMILES: [CH3:12][OH:13].[CH3:1][O:2][C:3](=[O:4])[CH:5]1[CH:6]2[CH2:7][CH:8]2[CH2:9][NH:10]1.[Na:11]>>[CH3:1][O:2][C:3](=[O:4])[C:5]1=[N:10][CH2:9][CH:8]2[CH:6]1[CH2:7]2.